This data is from the Open Reaction Database (ORD), a public repository of structured organic reaction records. The task is: describe an organic reaction: reactants, conditions, products, and yield Reaction SMILES: [N+:1]([O-:4])(O)=[O:2].[C:5]1([CH:11]([CH:14]([CH3:16])[CH3:15])[C:12]#[N:13])[CH:10]=[CH:9][CH:8]=[CH:7][CH:6]=1>S(=O)(=O)(O)O>[N+:1]([C:8]1[CH:9]=[CH:10][C:5]([CH:11]([CH:14]([CH3:16])[CH3:15])[C:12]#[N:13])=[CH:6][CH:7]=1)([O-:4])=[O:2]. Reported procedure: Into mixed acids (5 ml of 90% nitric acid and 60 ml of concentrated sulfuric acid), held at -2° to -3° with a dry-ice/acetone bath, was dripped 15.92 g of 2-phenyl-3-methylbutyronitrile, causing a very exothermic reaction during the 7-minutes addition period. After an additional 70 minutes at -5° to 0°, the dark reddish orange reaction mixture was poured into excess ice. The thick oil which formed was extracted into butyl chloride, and the butyl chloride extract washed twice each with water and ... Reaction conditions: time 70 minute. Reactants: [N+](=O)(O)[O-] (nitric acid), C1(=CC=CC=C1)C(C#N)C(C)C (2-phenyl-3-methylbutyronitrile). Solvent: S(O)(O)(=O)=O (sulfuric acid). The product is [N+](=O)([O-])C1=CC=C(C=C1)C(C#N)C(C)C (2-(4Nitrophenyl)-3-methylbutyronitrile). Conditions: temperature 140 celsius. Yield: 20.1%. The product is FC(CC1=CC(=CS1)C(=O)O)(F)F (5-(2,2,2-Trifluoro-ethyl)-thiophene-3-carboxylic acid). Procedure details: 5-(2,2,2-Trifluoro-ethyl)-thiophene-3-carboxylic acid ethyl ester (1.24 g, 5.2 mmol) was dissolved in IMS (10 mL) and aqueous sodium hydroxide (1 M, 10 mL) was added. The reaction was heated to 140° C. using microwave irradiation for 20 minutes and then partitioned between water and DCM. The aqueous solution was separated, acidified with 1 N hydrochloric acid and then extracted with DCM. The organic solution was dried over magnesium sulphate, filtered and the solvent removed. The resulting oil w... Starting materials: C(C)OC(=O)C1=CSC(=C1)CC(F)(F)F (5-(2,2,2-Trifluoro-ethyl)-thiophene-3-carboxylic acid ethyl ester). The solvent is IMS, [OH-].[Na+] (sodium hydroxide). Reaction SMILES: C([O:3][C:4]([C:6]1[CH:10]=[C:9]([CH2:11][C:12]([F:15])([F:14])[F:13])[S:8][CH:7]=1)=[O:5])C>[OH-].[Na+]>[F:15][C:12]([F:13])([F:14])[CH2:11][C:9]1[S:8][CH:7]=[C:6]([C:4]([OH:5])=[O:3])[CH:10]=1 |f:1.2|. Reaction SMILES: [C:21]([CH3:22])([CH3:23])([CH2:24][CH3:25])[NH2:26].[CH3:17][S:18]([CH3:19])=[O:20].[F:1][c:2]1[c:3]([C:14](=[O:15])[OH:16])[c:4]([C:11](=[O:12])[OH:13])[c:5]([F:10])[c:6]([F:9])[c:7]1[F:8].[OH2:27]>>[F:1][c:2]1[c:3]([C:14](=[O:15])[OH:16])[c:4]([C:11](=[O:12])[OH:13])[c:5]([F:10])[c:6]([F:9])[c:7]1[NH:26][C:21]([CH3:22])([CH3:23])[CH2:24][CH3:25]. Starting materials: CCC(C)(C)N, CS(C)=O, O=C(O)c1c(F)c(F)c(F)c(F)c1C(=O)O, O. Yields the product CCC(C)(C)Nc1c(F)c(F)c(C(=O)O)c(C(=O)O)c1F.